From a dataset of the Open Reaction Database (ORD), a public repository of structured organic reaction records. describe an organic reaction: reactants, conditions, products, and yield Procedure: To a solution of EXAMPLE 84B (3.4 g) in tetrahydrofuran (40 mL) was added NaBH4 (0.5 g). The mixture was stirred overnight. The solvent was evaporated and the residue was added to ethyl acetate (300 mL) and water (50 mL). The organic layer was washed with water and brine, dried over Na2SO4, and filtered. Evaporation of the solvent gave the crude title compound. Starting materials: C(=O)C1CC2CCC(C1)N2C(=O)OCC2=CC=CC=C2 (benzyl 3-formyl-8-azabicyclo[3.2.1]octane-8-carboxylate), [BH4-].[Na+] (NaBH4). RXN SMILES: [CH:1]([CH:3]1[CH2:9][CH:8]2[N:10]([C:11]([O:13][CH2:14][C:15]3[CH:20]=[CH:19][CH:18]=[CH:17][CH:16]=3)=[O:12])[CH:5]([CH2:6][CH2:7]2)[CH2:4]1)=[O:2].[BH4-].[Na+]>O1CCCC1>[OH:2][CH2:1][CH:3]1[CH2:4][CH:5]2[N:10]([C:11]([O:13][CH2:14][C:15]3[CH:16]=[CH:17][CH:18]=[CH:19][CH:20]=3)=[O:12])[CH:8]([CH2:7][CH2:6]2)[CH2:9]1 |f:1.2|. Run in O1CCCC1 (tetrahydrofuran). Run at time 8 hour. The product is OCC1CC2CCC(C1)N2C(=O)OCC2=CC=CC=C2 (benzyl 3-(hydroxymethyl)-8-azabicyclo[3.2.1]octane-8-carboxylate).